This data is from the Open Reaction Database (ORD), a public repository of structured organic reaction records. The task is: describe an organic reaction: reactants, conditions, products, and yield The reactants are ClC=1C=NC(=NC1)N1CCC(CC1)NC1CC1 ([1-(5-chloro-pyrimidin-2-yl)-piperidin-4-yl]-cyclopropyl-amine), CC1=NN=NN1C1=CC=C(C(=O)O)C=C1 (4-(5-methyl-tetrazol-1-yl)-benzoic acid). The product is ClC=1C=NC(=NC1)N1CCC(CC1)N(C(C1=CC=C(C=C1)N1N=NN=C1C)=O)C1CC1 (N-[1-(5-Chloro-pyrimidin-2-yl)-piperidin-4-yl]-N-cyclopropyl-4-(5-methyl-tetrazol-1-yl)-benzamide). Reaction SMILES: [Cl:1][C:2]1[CH:3]=[N:4][C:5]([N:8]2[CH2:13][CH2:12][CH:11]([NH:14][CH:15]3[CH2:17][CH2:16]3)[CH2:10][CH2:9]2)=[N:6][CH:7]=1.[CH3:18][C:19]1[N:23]([C:24]2[CH:32]=[CH:31][C:27]([C:28](O)=[O:29])=[CH:26][CH:25]=2)[N:22]=[N:21][N:20]=1>>[Cl:1][C:2]1[CH:3]=[N:4][C:5]([N:8]2[CH2:13][CH2:12][CH:11]([N:14]([CH:15]3[CH2:17][CH2:16]3)[C:28](=[O:29])[C:27]3[CH:31]=[CH:32][C:24]([N:23]4[C:19]([CH3:18])=[N:20][N:21]=[N:22]4)=[CH:25][CH:26]=3)[CH2:10][CH2:9]2)=[N:6][CH:7]=1. Procedure: The title compound is prepared from [1-(5-chloro-pyrimidin-2-yl)-piperidin-4-yl]-cyclopropyl-amine and 4-(5-methyl-tetrazol-1-yl)-benzoic acid following a procedure analogous to that described in Example 107. LC (method 19): tR=4.02 min; Mass spectrum (ESI+): m/z=439 [M+H]+. The reactants are FC1=C(C(=C(C=C1OC)OC)F)C1=CC2=C(C=N1)C=NN2C2OCCCC2 (6-(2,6-difluoro-3,5-dimethoxyphenyl)-1-(tetrahydro-2H-pyran-2-yl)-1H-pyrazolo[4,3-c]pyridine), IN1C(CCC1=O)=O (N-iodosuccinimide). The product is FC1=C(C(=C(C=C1OC)OC)F)C1=CC2=C(C=N1)C(=NN2)I (6-(2,6-difluoro-3,5-dimethoxyphenyl)-3-iodo-1H-pyrazolo[4,3-c]pyridine). RXN SMILES: [F:1][C:2]1[C:7]([O:8][CH3:9])=[CH:6][C:5]([O:10][CH3:11])=[C:4]([F:12])[C:3]=1[C:13]1[N:18]=[CH:17][C:16]2[CH:19]=[N:20][N:21](C3CCCCO3)[C:15]=2[CH:14]=1.[I:28]N1C(=O)CCC1=O>>[F:1][C:2]1[C:7]([O:8][CH3:9])=[CH:6][C:5]([O:10][CH3:11])=[C:4]([F:12])[C:3]=1[C:13]1[N:18]=[CH:17][C:16]2[C:19]([I:28])=[N:20][NH:21][C:15]=2[CH:14]=1. Reported procedure: This compound was prepared by using procedures analogous to those described for the synthesis of Example 1, Step 5-6 starting from 6-(2,6-difluoro-3,5-dimethoxyphenyl)-1-(tetrahydro-2H-pyran-2-yl)-1H-pyrazolo[4,3-c]pyridine and N-iodosuccinimide. LCMS (M+H)+=418.0. Reactants: [Al+3], Nc1ncc(Br)nc1Br, [Cl-], [Cl-], [Cl-], CC(Cl)Cl, O, N#Cc1ccco1. Product: N=C(Nc1ncc(Br)nc1Br)c1ccco1. As a reaction SMILES: [Al+3:18].[Br:1][c:2]1[c:3]([NH2:9])[n:4][cH:5][c:6]([Br:8])[n:7]1.[Cl-:17].[Cl-:19].[Cl-:20].[Cl:22][CH:23]([Cl:24])[CH3:25].[OH2:21].[o:10]1[c:11]([C:15]#[N:16])[cH:12][cH:13][cH:14]1>>[Br:1][c:2]1[c:3]([NH:9][C:15]([c:11]2[o:10][cH:14][cH:13][cH:12]2)=[NH:16])[n:4][cH:5][c:6]([Br:8])[n:7]1. Starting materials: [H-].[Na+] (Sodium hydride), C(CC(=O)C)(=O)OCC (ethyl acetoacetate), C(CCCC)(=O)Cl (Valeryl chloride). Run in CCOCC (ether). Product: C(CCCC)(=O)C(C(=O)OCC)C(=O)C (ethyl 2-valerylacetoacetate). Yield: 80.2%. As a reaction SMILES: [H-].[Na+].[C:3]([O:9][CH2:10][CH3:11])(=[O:8])[CH2:4][C:5]([CH3:7])=[O:6].[C:12](Cl)(=[O:17])[CH2:13][CH2:14][CH2:15][CH3:16]>CCOCC>[C:12]([CH:4]([C:5]([CH3:7])=[O:6])[C:3]([O:9][CH2:10][CH3:11])=[O:8])(=[O:17])[CH2:13][CH2:14][CH2:15][CH3:16] |f:0.1|. Reported procedure: Sodium hydride (50% in oil, 39.6 g) was added portionwise to a solution of ethyl acetoacetate (107.5 g) in dry ether under nitrogen. Valeryl chloride (100 g) was added dropwise over 21/2 hours to the stirred suspension, and then poured into distilled water (500 ml.), and the ether layer was separated off and dried. The ether was removed to give ethyl 2-valerylacetoacetate (142 g) as a yellow oil. Starting materials: example 17 ( 1 ), CI (methyl iodide), C(C)(C)(C)OC(=O)N1CC(C(C1)NC1=CC=CC=C1)O (1-t-butoxycarbonyl-3-hydroxy-4-phenylaminopyrrolidine), [H-].[Na+] (sodium hydride). Run in O1CCCC1 (tetrahydrofuran), O1CCCC1 (tetrahydrofuran). The product is C(C)(C)(C)OC(=O)N1CC(C(C1)NC1=CC=CC=C1)OC (1-t-butoxycarbonyl-3-methoxy-4-phenylaminopyrrolidine). Isolated yield 79.7%. RXN SMILES: [H-].[Na+].[CH3:3]I.[C:5]([O:9][C:10]([N:12]1[CH2:16][CH:15]([NH:17][C:18]2[CH:23]=[CH:22][CH:21]=[CH:20][CH:19]=2)[CH:14]([OH:24])[CH2:13]1)=[O:11])([CH3:8])([CH3:7])[CH3:6]>O1CCCC1>[C:5]([O:9][C:10]([N:12]1[CH2:16][CH:15]([NH:17][C:18]2[CH:19]=[CH:20][CH:21]=[CH:22][CH:23]=2)[CH:14]([O:24][CH3:3])[CH2:13]1)=[O:11])([CH3:8])([CH3:6])[CH3:7] |f:0.1|. Procedure details: To 10 ml of anhydrous tetrahydrofuran was added 0.34 g (0.0085 mole) of a 60% sodium hydride-mineral oil, and while stirring the mixture at 45° to 50° C., 1.21 g (0.0085 mole) of methyl iodide was added thereto. To the mixture was added dropwise a solution of 2.37 g of 1-t-butoxycarbonyl-3-hydroxy-4-phenylaminopyrrolidine obtained in Reference example 17 (1) dissolved in 10 ml of anhydrous tetrahydrofuran, and the mixture was further stirred at the same temperature for 1 hour. After the mixture ...